From a dataset of the Open Reaction Database (ORD), a public repository of structured organic reaction records. describe an organic reaction: reactants, conditions, products, and yield The reactants are CC1(NC(CC(C1)NC(C(=O)OCC)=O)(C)C)C (ethyl N-(2,2,6,6-tetramethyl-4-piperidinyl)oxamate), CNN (methyl hydrazine). Run in CO (methanol). The product is CC1(NC(CC(C1)NC(=O)C(=O)NNC)(C)C)C (N-(2,2,6,6-tetramethyl-4-piperidinyl)-N'-methylaminooxamide). As a reaction SMILES: [CH3:1][C:2]1([CH3:18])[CH2:7][CH:6]([NH:8][C:9](=[O:15])[C:10]([O:12]CC)=O)[CH2:5][C:4]([CH3:17])([CH3:16])[NH:3]1.[CH3:19][NH:20][NH2:21]>CO>[CH3:18][C:2]1([CH3:1])[CH2:7][CH:6]([NH:8][C:9]([C:10]([NH:21][NH:20][CH3:19])=[O:12])=[O:15])[CH2:5][C:4]([CH3:16])([CH3:17])[NH:3]1. Reported procedure: N-(2,2,6,6-tetramethyl-4-piperidinyl)-N'-methylaminooxamide was prepared by reacting ethyl N-(2,2,6,6-tetramethyl-4-piperidinyl)oxamate with 97% methyl hydrazine in methanol. The reactants are Cl.Cl.Cl.ClC1=C2C=C(N=CC2=C(C=C1)Cl)C=1C(=NC=C(C1)C=1C=NN(C1)C1CCNCC1)N (3-(5,8-dichloroisoquinolin-3-yl)-5-(1-piperidin-4-yl-1H-pyrazol-4-yl)-pyridin-2-ylamine trihydrochloride), COC=1C=C2C=C(N=CC2=CC1)OS(=O)(=O)C(F)(F)F (trifluoromethanesulfonic acid 6-methoxyisoquinolin-3-yl ester). Product: Cl.Cl.Cl.COC=1C=C2C=C(N=CC2=CC1)C=1C(=NC=C(C1)C=1C=NN(C1)C1CCNCC1)N (3-(6-Methoxyisoquinolin-3-yl)-5-(1-piperidin-4-yl-1H-pyrazol-4-yl)-pyridin-2-ylamine trihydrochloride). Reaction SMILES: [ClH:1].Cl.Cl.[Cl:4][C:5]1[CH:14]=[CH:13][C:12](Cl)=[C:11]2[C:6]=1[CH:7]=[C:8]([C:16]1[C:17]([NH2:33])=[N:18][CH:19]=[C:20]([C:22]3[CH:23]=[N:24][N:25]([CH:27]4[CH2:32][CH2:31][NH:30][CH2:29][CH2:28]4)[CH:26]=3)[CH:21]=1)[N:9]=[CH:10]2.[CH3:34][O:35]C1C=C2C(=CC=1)C=NC(OS(C(F)(F)F)(=O)=O)=C2>>[ClH:4].[ClH:1].[ClH:4].[CH3:34][O:35][C:14]1[CH:5]=[C:6]2[C:11](=[CH:12][CH:13]=1)[CH:10]=[N:9][C:8]([C:16]1[C:17]([NH2:33])=[N:18][CH:19]=[C:20]([C:22]3[CH:23]=[N:24][N:25]([CH:27]4[CH2:32][CH2:31][NH:30][CH2:29][CH2:28]4)[CH:26]=3)[CH:21]=1)=[CH:7]2 |f:0.1.2.3,5.6.7.8|. Procedure details: The procedure for the preparation of 3-(5,8-dichloroisoquinolin-3-yl)-5-(1-piperidin-4-yl-1H-pyrazol-4-yl)-pyridin-2-ylamine trihydrochloride was followed, except using trifluoromethanesulfonic acid 6-methoxyisoquinolin-3-yl ester in place of trifluoromethanesulfonic acid 5,8-dichloroisoquinolin-3-yl ester. This afforded the title compound as a yellow solid. 1H NMR (400 MHz, DMSO-d6): δ=2.16-2.29 (m, 4H), 3.05-3.17 (m, 2H), 3.38 (d, J=12.6 Hz, 2H), 4.00 (s, 3H), 4.48-4.59 (m, 1H), 7.46-7.54 (m, ... Starting materials: S(O)(O)(=O)=O (sulfuric acid), CO (methanol), NC1=C(C(=O)OC)C=CC=C1Cl (methyl 2-amino-3-chlorobenzoate), OO (hydrogen peroxide), CO (methanol), NC1=C(C(=O)OC)C=CC=C1Cl (methyl 2-amino-3-chlorobenzoate), OO (hydrogen peroxide), [OH-].[K+] (potassium hydroxide). Reagents/catalysts: O.O.[O-][W](=O)(=O)[O-].[Na+].[Na+] (sodium tungstate dihydrate). The solvent is C1(=CC=CC=C1)C (toluene). Reaction conditions: temperature 40 celsius, time 2 hour. Yields the product ClC=1C(=C(C(=O)OC)C=CC1)[N+](=O)[O-] (methyl 3-chloro-2-nitrobenzoate). The yield is 88.0%. As a reaction SMILES: S(=O)(=O)(O)O.[NH2:6][C:7]1[C:16]([Cl:17])=[CH:15][CH:14]=[CH:13][C:8]=1[C:9]([O:11][CH3:12])=[O:10].OO.[OH-:20].[K+].C[OH:23]>O.O.[O-][W]([O-])(=O)=O.[Na+].[Na+].C1(C)C=CC=CC=1>[Cl:17][C:16]1[C:7]([N+:6]([O-:23])=[O:20])=[C:8]([CH:13]=[CH:14][CH:15]=1)[C:9]([O:11][CH3:12])=[O:10] |f:3.4,6.7.8.9.10|. Reported procedure: A solution of 5.3 g (16.2 mmol) of sodium tungstate dihydrate and 3.2 g (32.3 mmol) of concentrated sulfuric acid in 53 ml of methanol was heated to 40° C., and a solution of 15 g (80.8 mmol) of methyl 2-amino-3-chlorobenzoate in 13 ml of methanol, and 33.0 ml (323 mmol) of a 30% hydrogen peroxide solution were simultaneously added dropwise over 10 hours. The pH value at this time was 0.5. After the completion of the dropwise addition, the mixture was stirred at 40° C. for 2 hours. After the dis... Reactants: O=S(Cl)Cl, OCc1ccc2nccn2n1. Product: ClCc1ccc2nccn2n1. Reaction SMILES: [S:12]([Cl:13])([Cl:14])=[O:15].[n:1]1[cH:2][cH:3][n:4]2[n:5][c:6]([CH2:10][OH:11])[cH:7][cH:8][c:9]12>>[n:1]1[cH:2][cH:3][n:4]2[n:5][c:6]([CH2:10][Cl:14])[cH:7][cH:8][c:9]12. RXN SMILES: [CH3:26][CH2:27][NH2:28].[CH3:29][CH2:30][OH:31].[Cl:1][c:2]1[n:3][c:4](=[O:25])[n:5]([CH2:8][c:9]2[c:10](-[c:18]3[cH:19][cH:20][c:21]([Cl:24])[cH:22][cH:23]3)[n:11][c:12]3[n:13]2[cH:14][cH:15][cH:16][cH:17]3)[cH:6][cH:7]1>>[c:2]1([NH:28][CH2:27][CH3:26])[n:3][c:4](=[O:25])[n:5]([CH2:8][c:9]2[c:10](-[c:18]3[cH:19][cH:20][c:21]([Cl:24])[cH:22][cH:23]3)[n:11][c:12]3[n:13]2[cH:14][cH:15][cH:16][cH:17]3)[cH:6][cH:7]1. Product: CCNc1ccn(Cc2c(-c3ccc(Cl)cc3)nc3ccccn23)c(=O)n1. Reactants: CCN, CCO, O=c1nc(Cl)ccn1Cc1c(-c2ccc(Cl)cc2)nc2ccccn12. The reactants are COC1=C(C=C2CCC(C2=C1)=O)C (6-methoxy-5-methylindan-1-one), [Cl-].[NH4+] (ammonium chloride), C1(=CC=CC=C1)C(N1C=NC(=C1)I)(C1=CC=CC=C1)C1=CC=CC=C1 (1-(triphenylmethyl)-4-iodoimidazole), C(C)[Mg]Br (ethylmagnesium bromide). The solvent is C(Cl)Cl (methylene chloride), C(Cl)Cl (methylene chloride). Reaction conditions: temperature 23 celsius, time 1 hour. The product is N1C=NC=C1C1=CCC2=CC(=C(C=C12)OC)C (3-(Imidazol-5-yl)-5-methoxy-6-methylindene). The yield is 18.4%. RXN SMILES: C1(C(C2C=CC=CC=2)(C2C=CC=CC=2)[N:8]2[CH:12]=[C:11](I)[N:10]=[CH:9]2)C=CC=CC=1.C([Mg]Br)C.[CH3:30][O:31][C:32]1[CH:40]=[C:39]2[C:35]([CH2:36][CH2:37][C:38]2=O)=[CH:34][C:33]=1[CH3:42].[Cl-].[NH4+]>C(Cl)Cl>[NH:8]1[C:12]([C:38]2[C:39]3[C:35](=[CH:34][C:33]([CH3:42])=[C:32]([O:31][CH3:30])[CH:40]=3)[CH2:36][CH:37]=2)=[CH:11][N:10]=[CH:9]1 |f:3.4|. Reported procedure: A stirred solution of 5.0 grams (0.012 mole) of 1-(triphenylmethyl)-4-iodoimidazole (vii) in about 200 mL of anhydrous methylene chloride was cooled to about 21° C., and 3.84 mL (3.0M in diethyl ether: 0.012 mole) of ethylmagnesium bromide was added. Upon completion of addition, the reaction mixture was stirred for about one hour at 23° C., and then a solution of 2.0 grams (0.012 mole) of 6-methoxy-5-methylindan-1-one (ii) (prepared in a manner analogous to Step D of Example 1) in 50 mL of methy...